This data is from the Open Reaction Database (ORD), a public repository of structured organic reaction records. The task is: describe an organic reaction: reactants, conditions, products, and yield Reactants: COc1c(C(=O)N2CCCC2)cc(C(=O)N2CS(=O)(=O)c3ccccc32)cc1C(F)(F)F, CN(C)C=O, [Cl-], Cl, [Li+]. The product is O=C(c1cc(C(=O)N2CS(=O)(=O)c3ccccc32)cc(C(F)(F)F)c1O)N1CCCC1. Reaction SMILES: [CH3:1][O:2][c:3]1[c:4]([C:26](=[O:27])[N:28]2[CH2:29][CH2:30][CH2:31][CH2:32]2)[cH:5][c:6]([C:7](=[O:8])[N:9]2[CH2:10][S:11](=[O:18])(=[O:19])[c:12]3[c:13]2[cH:14][cH:15][cH:16][cH:17]3)[cH:20][c:21]1[C:22]([F:23])([F:24])[F:25].[CH3:36][N:37]([CH3:38])[CH:39]=[O:40].[Cl-:34].[ClH:35].[Li+:33]>>[OH:2][c:3]1[c:4]([C:26](=[O:27])[N:28]2[CH2:29][CH2:30][CH2:31][CH2:32]2)[cH:5][c:6]([C:7](=[O:8])[N:9]2[CH2:10][S:11](=[O:18])(=[O:19])[c:12]3[c:13]2[cH:14][cH:15][cH:16][cH:17]3)[cH:20][c:21]1[C:22]([F:23])([F:24])[F:25]. Starting materials: CN(C)C=O, O=C(O)c1ccc(I)cc1Cl, O=S(Cl)Cl, c1ccccc1. Product: O=C(Cl)c1ccc(I)cc1Cl. Reaction SMILES: [CH3:16][N:17]([CH3:18])[CH:19]=[O:20].[Cl:1][c:2]1[c:3]([C:4](=[O:5])[OH:6])[cH:7][cH:8][c:9]([I:11])[cH:10]1.[S:12]([Cl:13])([Cl:14])=[O:15].[cH:21]1[cH:22][cH:23][cH:24][cH:25][cH:26]1>>[Cl:1][c:2]1[c:3]([C:4](=[O:5])[Cl:14])[cH:7][cH:8][c:9]([I:11])[cH:10]1. The product is C(=O)(O)C1=CC=C(O1)C(CC)(CC)O (3-(5-Carboxy-2-furanyl)pentan-3-ol). Conditions: temperature -78 celsius. Isolated yield 71.7%. As a reaction SMILES: [O:1]1[CH:5]=[CH:4][CH:3]=[C:2]1[C:6]([OH:11])([CH2:9][CH3:10])[CH2:7][CH3:8].C1COCC1.N[C@H]([C:21]([OH:23])=[O:22])C[SeH].[Li]CCCC.Cl>O.C(OCC)(=O)C>[C:21]([C:5]1[O:1][C:2]([C:6]([OH:11])([CH2:9][CH3:10])[CH2:7][CH3:8])=[CH:3][CH:4]=1)([OH:23])=[O:22] |f:2.3|. The solvent is O (Water), O (water), C(C)(=O)OCC (Ethyl acetate). Procedure: 3-(2-Furanyl)pentan-3-ol (3.0 g, 19 mmol) is added to THF (20 mL) under a nitrogen atmosphere. The solution is stirred and cooled to −78° C. Sec-BuLi (1.3 M in cyclohexane, 31 mL, 41 mmol) is added dropwise maintaining the temperature below −55° C. After complete addition, the ice bath is removed and the solution slowly warmed to room temperature where it is stirred for 18 hours. The mixture is cooled to 48° C. and CO2 gas is bubbled through the solution. A thick yellow past results and the temp... Starting materials: Cl (HCl), O1C(=CC=C1)C(CC)(CC)O (3-(2-Furanyl)pentan-3-ol), C1CCOC1 (THF), N[C@@H](C[SeH])C(=O)O.[Li]CCCC (Sec BuLi). The reactants are CC1CO1, Cc1ccccc1, O=[Ca], CC1(C)C(C(=O)OCc2ccc([N+](=O)[O-])cc2)N2C(=O)C(NC(=O)COc3ccccc3)C2S1=O. Yields the product C=C1CS(=O)C2C(NC(=O)COc3ccccc3)C(=O)N2C1C(=O)OCc1ccc([N+](=O)[O-])cc1. RXN SMILES: [CH2:38]1[O:39][CH:40]1[CH3:41].[CH3:42][c:43]1[cH:44][cH:45][cH:46][cH:47][cH:48]1.[O:1]=[Ca:2].[O:3]([c:4]1[cH:5][cH:6][cH:7][cH:8][cH:9]1)[CH2:10][C:11](=[O:12])[NH:13][CH:14]1[CH:15]2[N:16]([CH:17]([C:23](=[O:24])[O:25][CH2:26][c:27]3[cH:28][cH:29][c:30]([N+:33](=[O:34])[O-:35])[cH:31][cH:32]3)[C:18]([CH3:21])([CH3:22])[S:19]2=[O:20])[C:36]1=[O:37]>>[O:3]([c:4]1[cH:5][cH:6][cH:7][cH:8][cH:9]1)[CH2:10][C:11](=[O:12])[NH:13][CH:14]1[CH:15]2[N:16]([CH:17]([C:23](=[O:24])[O:25][CH2:26][c:27]3[cH:28][cH:29][c:30]([N+:33](=[O:34])[O-:35])[cH:31][cH:32]3)[C:18](=[CH2:21])[CH2:22][S:19]2=[O:20])[C:36]1=[O:37]. Reactants: C#CCOC(=O)C1CN(CC#C)CCC1CCCc1ccnc2ccc(OC)cc12, [Na+], C1COCCO1, [OH-], O. Product: C#CCN1CCC(CCCc2ccnc3ccc(OC)cc23)C(C(=O)O)C1. Reaction SMILES: [CH3:1][O:2][c:3]1[cH:4][c:5]2[c:6]([CH2:13][CH2:14][CH2:15][CH:16]3[CH:17]([C:25](=[O:26])[O:27][CH2:28][C:29]#[CH:30])[CH2:18][N:19]([CH2:22][C:23]#[CH:24])[CH2:20][CH2:21]3)[cH:7][cH:8][n:9][c:10]2[cH:11][cH:12]1.[Na+:32].[O:34]1[CH2:35][CH2:36][O:37][CH2:38][CH2:39]1.[OH-:31].[OH2:33]>>[CH3:1][O:2][c:3]1[cH:4][c:5]2[c:6]([CH2:13][CH2:14][CH2:15][CH:16]3[CH:17]([C:25](=[O:26])[OH:27])[CH2:18][N:19]([CH2:22][C:23]#[CH:24])[CH2:20][CH2:21]3)[cH:7][cH:8][n:9][c:10]2[cH:11][cH:12]1.